This data is from the Open Reaction Database (ORD), a public repository of structured organic reaction records. The task is: describe an organic reaction: reactants, conditions, products, and yield Starting materials: C(C)OC(=O)C1=C(SCCS1)CCC (3-ethoxycarbonyl-2-n-propyl-5,6-dihydro-1,4-dithiin), C(C)OC(=O)C1=C(S(CCS1(=O)=O)(=O)=O)CCC (3-ethoxycarbonyl-2-n-propyl-5,6-dihydro-1,4-dithiin-1,1,4,4-tetroxide). The product is C(CCC)OC(=O)C1=C(S(CCS1(=O)=O)(=O)=O)CCC (3-Butoxycarbonyl-2-n-propyl-5,6-dihydro-1,4-dithiin-1,1,4,4-tetroxide). As a reaction SMILES: [CH2:1](OC(C1SCCSC=1CCC)=O)[CH3:2].[CH2:15]([O:17][C:18]([C:20]1[S:25](=[O:27])(=[O:26])[CH2:24][CH2:23][S:22](=[O:29])(=[O:28])[C:21]=1[CH2:30][CH2:31][CH3:32])=[O:19])[CH3:16]>>[CH2:15]([O:17][C:18]([C:20]1[S:25](=[O:26])(=[O:27])[CH2:24][CH2:23][S:22](=[O:28])(=[O:29])[C:21]=1[CH2:30][CH2:31][CH3:32])=[O:19])[CH2:16][CH2:1][CH3:2]. Reported procedure: By following substantially the procedure of Example 1, Step C, 3-ethoxycarbonyl-2-n-propyl-5,6-dihydro-1,4-dithiin (9.0 g.) yields 8.15 g. of 3-ethoxycarbonyl-2-n-propyl-5,6-dihydro-1,4-dithiin-1,1,4,4-tetroxide 73.5°-74.5° C. Starting materials: CC(=O)O, O=C1Nc2ccc(OC(F)(F)F)cc2C1=O, [K+], [OH-], O, OO. Yields the product Nc1ccc(OC(F)(F)F)cc1C(=O)O. Reaction SMILES: [CH3:21][C:22]([OH:23])=[O:24].[F:1][C:2]([O:3][c:4]1[cH:5][c:6]2[c:10]([cH:11][cH:12]1)[NH:9][C:8](=[O:13])[C:7]2=[O:14])([F:15])[F:16].[K+:18].[OH-:17].[OH2:25].[OH:19][OH:20]>>[F:1][C:2]([O:3][c:4]1[cH:5][c:6]([C:7]([OH:14])=[O:23])[c:10]([NH2:9])[cH:11][cH:12]1)([F:15])[F:16]. Reactants: CCCCO, CC(=O)[O-], Clc1ncnc2cc[nH]c12, OB(O)c1cccnc1F, [K+], O. The product is Fc1ncccc1-c1ncnc2cc[nH]c12. As a reaction SMILES: [CH2:26]([OH:27])[CH2:28][CH2:29][CH3:30].[CH3:22][C:23](=[O:24])[O-:25].[Cl:1][c:2]1[c:3]2[c:4]([n:5][cH:6][n:7]1)[cH:8][cH:9][nH:10]2.[F:11][c:12]1[n:13][cH:14][cH:15][cH:16][c:17]1[B:18]([OH:19])[OH:20].[K+:21].[OH2:31]>>[c:2]1(-[c:17]2[c:12]([F:11])[n:13][cH:14][cH:15][cH:16]2)[c:3]2[c:4]([n:5][cH:6][n:7]1)[cH:8][cH:9][nH:10]2. Reactants: OC1=CC2=C(CCCCC2=O)C=C1 (3-hydroxy-6,7,8,9-tetrahydrobenzocyclohepten-5-one), C([O-])([O-])=O.[K+].[K+] (potassium carbonate), IC (iodomethane). The solvent is CN(C=O)C (N,N-dimethylformamide), C(C)(=O)OCC (ethyl acetate). Reaction conditions: temperature 52.5 celsius, time 7 hour. Yields the product COC1=CC2=C(CCCCC2=O)C=C1 (3-methoxy-6,7,8,9-tetrahydrobenzocyclohepten-5-one). Isolated yield 72.4%. RXN SMILES: [OH:1][C:2]1[CH:13]=[CH:12][C:5]2[CH2:6][CH2:7][CH2:8][CH2:9][C:10](=[O:11])[C:4]=2[CH:3]=1.[C:14](=O)([O-])[O-].[K+].[K+].IC>CN(C)C=O.C(OCC)(=O)C>[CH3:14][O:1][C:2]1[CH:13]=[CH:12][C:5]2[CH2:6][CH2:7][CH2:8][CH2:9][C:10](=[O:11])[C:4]=2[CH:3]=1 |f:1.2.3|. Procedure: A mixture of 3-hydroxy-6,7,8,9-tetrahydrobenzocyclohepten-5-one (7.02 g), potassium carbonate (8.25 g) and iodomethane (7.4 ml) in N,N-dimethylformamide (70 ml) was stirred at 50-55° C. for 7 hours. The resulting mixture was diluted with ethyl acetate. The organic layer was washed with brine, dried over magnesium sulfate and evaporated in vacuo to afford 3-methoxy-6,7,8,9-tetrahydrobenzocyclohepten-5-one (5.49 g). Starting materials: O1[C@H]([C@@H](OC12CCCCC2)CO)CO ((2S,3S)-1,4-dioxaspiro[4.5]decane-2,3diyldimethanol), CN(C)C=O (DMF), [H-].[Na+] (Sodium hydride). Reaction conditions: time 30 minute. Product: COC[C@H]1[C@@H](OC2(O1)CCCCC2)CO (((2S,3S)-3-(methoxymethyl)-1,4-dioxaspiro[4.5]decane-2-yl)methanol). Isolated yield 45.0%. Reaction SMILES: [O:1]1[C:5]2([CH2:10][CH2:9][CH2:8][CH2:7][CH2:6]2)[O:4][C@@H:3]([CH2:11][OH:12])[C@@H:2]1[CH2:13][OH:14].[H-].[Na+].[CH3:17]N(C=O)C>>[CH3:17][O:12][CH2:11][C@@H:3]1[O:4][C:5]2([CH2:10][CH2:9][CH2:8][CH2:7][CH2:6]2)[O:1][C@H:2]1[CH2:13][OH:14] |f:1.2|. Procedure: (2S,3S)-1,4-dioxaspiro[4.5]decane-2,3diyldimethanol (65 g, 321.4 mmol) was dissolved in DMF (500 mL) and cooled in an ice bath. 60% Sodium hydride (15.43 g, 385.7 mmol) was added slowly and the reaction was stirred for 30 minutes in an ice bath then warmed to ambient temperature for 2 hours. Idomethane (20.05 ml, 321.4 mmol) was added and the reaction was stirred at ambient temperature overnight. The majority of the DMF was removed on a rotary evaporator, and the residue was partitioned between ... The reactants are C(C)(C)(C)N1N=C(C=C1C=1SC=CC1)CCC=O (3-(1-tert-butyl-5-(thiophene-2-yl)-1H-pyrazol-3-yl)propanal), [BH-](OC(=O)C)(OC(=O)C)OC(=O)C.[Na+] (NaBH(OAc)3), ClC1=CC=C(C=C1)N1CCNCC1 (1-(4-chlorophenyl)piperazine), CCN(C(C)C)C(C)C (DIPEA). The product is C(C)(C)(C)N1N=C(C=C1C=1SC=CC1)CCCN1CCN(CC1)C1=CC=C(C=C1)Cl (1-(3-(1-tert-butyl-5-(thiophene-2-yl)-1H-pyrazol-3-yl)propyl)-4-(4-chlorophenyl)piperazine). Reaction SMILES: [C:1]([N:5]1[C:9]([C:10]2[S:11][CH:12]=[CH:13][CH:14]=2)=[CH:8][C:7]([CH2:15][CH2:16][CH:17]=O)=[N:6]1)([CH3:4])([CH3:3])[CH3:2].[Cl:19][C:20]1[CH:25]=[CH:24][C:23]([N:26]2[CH2:31][CH2:30][NH:29][CH2:28][CH2:27]2)=[CH:22][CH:21]=1.CCN(C(C)C)C(C)C.[BH-](OC(C)=O)(OC(C)=O)OC(C)=O.[Na+]>>[C:1]([N:5]1[C:9]([C:10]2[S:11][CH:12]=[CH:13][CH:14]=2)=[CH:8][C:7]([CH2:15][CH2:16][CH2:17][N:29]2[CH2:28][CH2:27][N:26]([C:23]3[CH:22]=[CH:21][C:20]([Cl:19])=[CH:25][CH:24]=3)[CH2:31][CH2:30]2)=[N:6]1)([CH3:4])([CH3:3])[CH3:2] |f:3.4|. Procedure details: 77 mg (73%) of target compound was obtained by using a method same as in Example 1 by using 3-(1-tert-butyl-5-(thiophene-2-yl)-1H-pyrazol-3-yl)propanal (50 mg, 0.191 mmol), 1-(4-chlorophenyl)piperazine (34 mg, 0.191 mmol), DIPEA (0.050 mL, 0.287 mmol) and NaBH(OAc)3 (121 mg, 0.573 mmol).